The task is: describe an organic reaction: reactants, conditions, products, and yield. This data is from the Open Reaction Database (ORD), a public repository of structured organic reaction records. Starting materials: CC1=CN=CC2=CC=CC(=C12)NC1CCN(CC1)C(=O)OC(C)(C)C (4-(4-methyl-5-isoquinolyl)amino-1-(tert-butoxycarbonyl)piperidine), Cl.CO (hydrogen chloride methanol). Product: Cl.CC1=CN=CC2=CC=CC(=C12)NC1CCNCC1 (4-(4-methyl-5-isoquinolyl)aminopiperidine hydrochloride). As a reaction SMILES: [CH3:1][C:2]1[C:11]2[C:6](=[CH:7][CH:8]=[CH:9][C:10]=2[NH:12][CH:13]2[CH2:18][CH2:17][N:16](C(OC(C)(C)C)=O)[CH2:15][CH2:14]2)[CH:5]=[N:4][CH:3]=1.[ClH:26].CO>>[ClH:26].[CH3:1][C:2]1[C:11]2[C:6](=[CH:7][CH:8]=[CH:9][C:10]=2[NH:12][CH:13]2[CH2:18][CH2:17][NH:16][CH2:15][CH2:14]2)[CH:5]=[N:4][CH:3]=1 |f:1.2,3.4|. Procedure details: According to the method of Example 1, Step C, deprotection was performed (50° C., 2 hours) by using Intermediate 75 (90.7 mg) and 10% hydrogen chloride/methanol solution (2 ml). The reaction mixture was cooled to room temperature, and then the solvent was evaporated under reduced pressure. The residue was added with methanol (2 ml) and diethyl ether (6 ml). The deposited precipitates were collected by filtration and washed with diethyl ether to obtain the title compound (90.4 mg) as light yellow...